This data is from the Open Reaction Database (ORD), a public repository of structured organic reaction records. The task is: describe an organic reaction: reactants, conditions, products, and yield The reactants are CC(C)(C)c1cc(NC(=O)C(C)(C)S(=O)(=O)c2ccc(Cl)nc2)no1, C[O-], CO, [Na+]. Yields the product COc1ccc(S(=O)(=O)C(C)(C)C(=O)Nc2cc(C(C)(C)C)on2)cn1. As a reaction SMILES: [C:1]([CH3:2])([CH3:3])([CH3:4])[c:5]1[cH:6][c:7]([NH:10][C:11]([C:12]([CH3:13])([CH3:14])[S:15](=[O:16])(=[O:17])[c:18]2[cH:19][n:20][c:21]([Cl:24])[cH:22][cH:23]2)=[O:25])[n:8][o:9]1.[CH3:26][O-:27].[CH3:29][OH:30].[Na+:28]>>[C:1]([CH3:2])([CH3:3])([CH3:4])[c:5]1[cH:6][c:7]([NH:10][C:11]([C:12]([CH3:13])([CH3:14])[S:15](=[O:16])(=[O:17])[c:18]2[cH:19][n:20][c:21]([O:27][CH3:26])[cH:22][cH:23]2)=[O:25])[n:8][o:9]1. Starting materials: FC(F)(F)S(=O)(=O)OC1=C(C=C(C=C1)OC(F)(F)F)Cl (2-Chloro-4-(trifluoromethoxy)phenyl trifluoromethylsulfonate), CN(C)C=O (DMF). Conditions: temperature 120 celsius. Solvent: C(C)(=O)OCC (ethyl acetate). The reagents and catalysts are [C-]#N.[Zn+2].[C-]#N (zinc cyanide), C=1C=CC(=CC1)[P](C=2C=CC=CC2)(C=3C=CC=CC3)[Pd]([P](C=4C=CC=CC4)(C=5C=CC=CC5)C=6C=CC=CC6)([P](C=7C=CC=CC7)(C=8C=CC=CC8)C=9C=CC=CC9)[P](C=1C=CC=CC1)(C=1C=CC=CC1)C=1C=CC=CC1 (tetrakis(triphenylphosphine)palladium). Procedure details: 3.00 g of the compound of Example 2A are dissolved in 12 ml of degassed DMF with 2.04 g of zinc cyanide and 1.00 g of tetrakis(triphenylphosphine)palladium and the solution is heated under argon at 120° C. for 2 h. After cooling, the reaction mixture is diluted with ethyl acetate and extracted by shaking twice with a saturated sodium hydrogen carbonate solution and then with a saturated sodium chloride solution. The organic phase is dried over sodium sulfate and concentrated. The residue is puri... Yields the product ClC1=C(C#N)C=CC(=C1)OC(F)(F)F (2-Chloro-4-trifluoromethoxybenzonitrile). As a reaction SMILES: FC(S(O[C:9]1[CH:14]=[CH:13][C:12]([O:15][C:16]([F:19])([F:18])[F:17])=[CH:11][C:10]=1[Cl:20])(=O)=O)(F)F.[CH3:21][N:22](C=O)C>C(OCC)(=O)C.[C-]#N.[Zn+2].[C-]#N.C1C=CC([P]([Pd]([P](C2C=CC=CC=2)(C2C=CC=CC=2)C2C=CC=CC=2)([P](C2C=CC=CC=2)(C2C=CC=CC=2)C2C=CC=CC=2)[P](C2C=CC=CC=2)(C2C=CC=CC=2)C2C=CC=CC=2)(C2C=CC=CC=2)C2C=CC=CC=2)=CC=1>[Cl:20][C:10]1[CH:11]=[C:12]([O:15][C:16]([F:19])([F:18])[F:17])[CH:13]=[CH:14][C:9]=1[C:21]#[N:22] |f:3.4.5,^1:40,42,61,80|. Starting materials: C(C)OCC (diethylether), N#CN (Cyanamide), FC=1C=C(N)C=CC1 (3-fluoroaniline), [N+](=O)(O)[O-] (nitric acid). The solvent is CCO (EtOH). The product is [N+](=O)(O)[O-].FC=1C=C(C=CC1)NC(=O)N (N-(3-Fluorophenyl)urea nitrate). As a reaction SMILES: [N:1]#[C:2][NH2:3].[F:4][C:5]1[CH:6]=[C:7]([CH:9]=[CH:10][CH:11]=1)N.[N+:12]([O-:15])([OH:14])=[O:13].C([O:18]CC)C>CCO>[N+:12]([O-:15])([OH:14])=[O:13].[F:4][C:5]1[CH:6]=[C:7]([NH:1][C:2]([NH2:3])=[O:18])[CH:9]=[CH:10][CH:11]=1 |f:5.6|. Procedure details: Cyanamide (1.3 mL, 16.8 mmol, 50% by wt. in water), 3-fluoroaniline (1.34 mL, 14 mmol), and 14 M nitric acid (1 mL, 14 mmol) were refluxed in EtOH (14 mL) for 15 h. The reaction was cooled and poured into diethylether. The resulting white suspension was filtered and dried under vacuum. Yield: 1.17 g (38%) of a white powder. 1H NMR (400 MHz, DMSO-d6) δ 9.65 (brs, 1H), 7.43 (m, 5H), 7.16-6.90 (m, 3H). Run in OP(=O)(O)[O-].[K+] (KH2PO4), CC#N (CH3CN), C(Cl)(Cl)Cl.CO.O (CHCl3 CH3OH H2O). The reactants are C[C@@]12CCC[C@@]([C@H]1CC[C@]34[C@H]2CC[C@](C3)(C(=C)C4)O[C@H]5[C@@H]([C@H]([C@@H]([C@H](O5)CO)O)O)O)(C)C(=O)O (Steviolmonoside), 3-sulfopropyl ester, [Na] (sodium), ester, P(=O)([O-])([O-])[O-] (phosphate), SC[C@@H](O)[C@H](O)CS (dithiothreitol), O[C@@H]1[C@H](O)[C@@H](O)[C@H](O)[C@H](O1)CO (α-D-glucose). Reported procedure: If Steviolmonoside, 3-sulfopropyl ester, sodium salt prepared in Part D. would be incubated anaerobically for three days at 37° C. with 5 wt% fresh rat cecal contents, at concentrations of 0.25, 0.5, and 1.0 mg/ml in sterile Krebs-Ringer 0.25 M phosphate buffer (pH 7.4) containing 0.25 mg/ml dithiothreitol and 0.25 mg/ml α-D-glucose, TLC [silica gel F-254; CHCl3 :CH3OH:H2O (15:10:2)] and HPLC [30 cm C-18 on μ-Bondapak; 15 min linear gradient of 10-40% CH3CN in 0.005 M KH2PO4 (pH 3.45); 200 nm] a... Product: sulfopropyl ester, C[C@@]12CCC[C@@]([C@H]1CC[C@]34[C@H]2CC[C@](C3)(C(=C)C4)O)(C)C(=O)O (steviol). As a reaction SMILES: [CH3:1][C@:2]12[C@@H:11]3[CH2:12][CH2:13][C@@:14]4([O:19][C@@H]5O[C@H](CO)[C@@H](O)[C@H](O)[C@H]5O)[C:16]([CH2:18][C@@:10]3([CH2:15]4)[CH2:9][CH2:8][C@@H:7]1[C@@:6]([C:32]([OH:34])=[O:33])([CH3:31])[CH2:5][CH2:4][CH2:3]2)=[CH2:17].[Na].P([O-])([O-])([O-])=O.SC[C@H]([C@@H](CS)O)O.O[C@H]1O[C@H](CO)[C@@H](O)[C@H](O)[C@H]1O>OP([O-])(O)=O.[K+].CC#N.C(Cl)(Cl)Cl.CO.O>[CH3:1][C@:2]12[C@@H:11]3[CH2:12][CH2:13][C@@:14]4([OH:19])[C:16]([CH2:18][C@@:10]3([CH2:15]4)[CH2:9][CH2:8][C@@H:7]1[C@@:6]([C:32]([OH:34])=[O:33])([CH3:31])[CH2:5][CH2:4][CH2:3]2)=[CH2:17] |f:5.6,8.9.10,^1:34|. The reactants are ice water, OC1=C(NC=C1)C(=O)OC (Methyl 3-hydroxy-1H-pyrrole-2-carboxylate), BrC(C)C (2-bromopropane), C([O-])([O-])=O.[K+].[K+] (Potassium carbonate). The solvent is CN(C)C=O (DMF). Conditions: time 18 hour. The product is CC(C)OC1=C(NC=C1)C(=O)OC (Methyl 3-(1-methylethoxy)-1H-pyrrole-2-carboxylate). Isolated yield 62.4%. RXN SMILES: [OH:1][C:2]1[CH:6]=[CH:5][NH:4][C:3]=1[C:7]([O:9][CH3:10])=[O:8].C(=O)([O-])[O-].[K+].[K+].Br[CH:18]([CH3:20])[CH3:19]>CN(C=O)C>[CH3:19][CH:18]([O:1][C:2]1[CH:6]=[CH:5][NH:4][C:3]=1[C:7]([O:9][CH3:10])=[O:8])[CH3:20] |f:1.2.3|. Procedure: Methyl 3-hydroxy-1H-pyrrole-2-carboxylate (2.0 g, 0.014 moles) is dissolved in DMF (15 mL) under nitrogen. Potassium carbonate (2.8 g, 0.020 moles) is added followed by 2-bromopropane (5 mL, 0.05 moles) and the mixture is stirred at room temperature for 18 hours, then at 50° C. for 3 hours, then stirred into ice water (400 mL). The mixture is extracted with CH2Cl2 (3x) and the combined extracts are washed with brine (2x) and dried over MgSO4. Removal of the solvent under reduced pressure leaves ...